This data is from the Open Reaction Database (ORD), a public repository of structured organic reaction records. The task is: describe an organic reaction: reactants, conditions, products, and yield Starting materials: S1C(=CC=C1)C(=O)O (thiophene-2-carboxylic acid), CC(C)(C)S(=O)N=C1COC1 (2-methyl-N-(oxetan-3-ylidene)propane-2-sulfinamide), C(CCC)[Li] (Butyllithium), C(C)(C)NC(C)C (diisopropylamine). Run in O1CCCC1 (tetrahydrofuran), O1CCCC1 (tetrahydrofuran), O1CCCC1 (tetrahydrofuran). The product is CC(C)(S(=O)NC1(COC1)C1=CC=C(S1)C(=O)O)C (5-(3-(1,1-dimethylethylsulfinamido)oxetan-3-yl)thiophene-2-carboxylic acid). RXN SMILES: C([Li])CCC.C(NC(C)C)(C)C.[S:13]1[CH:17]=[CH:16][CH:15]=[C:14]1[C:18]([OH:20])=[O:19].[CH3:21][C:22]([S:25]([N:27]=[C:28]1[CH2:31][O:30][CH2:29]1)=[O:26])([CH3:24])[CH3:23]>O1CCCC1>[CH3:23][C:22]([CH3:24])([S:25]([NH:27][C:28]1([C:17]2[S:13][C:14]([C:18]([OH:20])=[O:19])=[CH:15][CH:16]=2)[CH2:31][O:30][CH2:29]1)=[O:26])[CH3:21]. Reported procedure: Butyllithium (6.16 ml, 15.41 mmol) was added dropwise to a stirred solution of diisopropylamine (1.919 ml, 13.69 mmol) in tetrahydrofuran (10 ml) at −78° C. The solution was allowed to warm to room temperature and then added dropwise by syringe to a stirred −78° C. solution of thiophene-2-carboxylic acid (0.877 g, 6.85 mmol) in tetrahydrofuran (30 ml). The resulting suspension was stirred for 40 minutes at −78° C. when a solution of 2-methyl-N-(oxetan-3-ylidene)propane-2-sulfinamide (1 g, 5.71 m... Starting materials: [Br-], [Li]CCCC, c1ccc(C[P+](c2ccccc2)(c2ccccc2)c2ccccc2)cc1, C1CCOC1, Cn1c(-c2ccccc2Cl)nnc1C(C)(C)C=O. The product is Cn1c(-c2ccccc2Cl)nnc1C(C)(C)C=Cc1ccccc1. As a reaction SMILES: [Br-:1].[CH2:28]([Li:29])[CH2:30][CH2:31][CH3:32].[CH2:2]([c:3]1[cH:4][cH:5][cH:6][cH:7][cH:8]1)[P+:9]([c:10]1[cH:11][cH:12][cH:13][cH:14][cH:15]1)([c:16]1[cH:17][cH:18][cH:19][cH:20][cH:21]1)[c:22]1[cH:23][cH:24][cH:25][cH:26][cH:27]1.[CH2:51]1[O:52][CH2:53][CH2:54][CH2:55]1.[Cl:33][c:34]1[c:35](-[c:40]2[n:41]([CH3:50])[c:42]([C:45]([CH:46]=[O:47])([CH3:48])[CH3:49])[n:43][n:44]2)[cH:36][cH:37][cH:38][cH:39]1>>[CH:2]([c:3]1[cH:4][cH:5][cH:6][cH:7][cH:8]1)=[CH:46][C:45]([c:42]1[n:41]([CH3:50])[c:40](-[c:35]2[c:34]([Cl:33])[cH:39][cH:38][cH:37][cH:36]2)[n:44][n:43]1)([CH3:48])[CH3:49]. Reactants: C1CCOC1, CN(C)c1ccncc1, CCOC(C)=O, CCCCCC, Clc1nc(Cl)c2ccccc2n1, CC(C)(C)OC(=O)N1CCC(N)CC1. The product is CC(C)(C)OC(=O)N1CCC(Nc2nc(Cl)nc3ccccc23)CC1. RXN SMILES: [CH2:27]1[O:28][CH2:29][CH2:30][CH2:31]1.[CH3:32][N:33]([c:34]1[cH:35][cH:36][n:37][cH:38][cH:39]1)[CH3:40].[CH3:41][CH2:42][O:43][C:44]([CH3:45])=[O:46].[CH3:47][CH2:48][CH2:49][CH2:50][CH2:51][CH3:52].[Cl:1][c:2]1[n:3][c:4]2[cH:5][cH:6][cH:7][cH:8][c:9]2[c:10]([Cl:12])[n:11]1.[NH2:13][CH:14]1[CH2:15][CH2:16][N:17]([C:20](=[O:21])[O:22][C:23]([CH3:24])([CH3:25])[CH3:26])[CH2:18][CH2:19]1>>[Cl:1][c:2]1[n:3][c:4]2[cH:5][cH:6][cH:7][cH:8][c:9]2[c:10]([NH:13][CH:14]2[CH2:15][CH2:16][N:17]([C:20](=[O:21])[O:22][C:23]([CH3:24])([CH3:25])[CH3:26])[CH2:18][CH2:19]2)[n:11]1. Starting materials: Cc1nc(N2CCN(S(=O)(=O)c3ccc(OC(F)(F)F)cc3)C(C(=O)NCc3ccc(C(C)C)nc3)C2)sc1C(=O)OC(C)(C)C, O=C(O)C(F)(F)F. The product is Cc1nc(N2CCN(S(=O)(=O)c3ccc(OC(F)(F)F)cc3)C(C(=O)NCc3ccc(C(C)C)nc3)C2)sc1C(=O)O. As a reaction SMILES: [C:1]([CH3:2])([CH3:3])([CH3:4])[O:5][C:6](=[O:7])[c:8]1[c:9]([CH3:46])[n:10][c:11]([N:13]2[CH2:14][CH:15]([C:33]([NH:34][CH2:35][c:36]3[cH:37][n:38][c:39]([CH:42]([CH3:43])[CH3:44])[cH:40][cH:41]3)=[O:45])[N:16]([S:19](=[O:20])(=[O:21])[c:22]3[cH:23][cH:24][c:25]([O:28][C:29]([F:30])([F:31])[F:32])[cH:26][cH:27]3)[CH2:17][CH2:18]2)[s:12]1.[OH:47][C:48]([C:49]([F:50])([F:51])[F:52])=[O:53]>>[O:5]=[C:6]([OH:7])[c:8]1[c:9]([CH3:46])[n:10][c:11]([N:13]2[CH2:14][CH:15]([C:33]([NH:34][CH2:35][c:36]3[cH:37][n:38][c:39]([CH:42]([CH3:43])[CH3:44])[cH:40][cH:41]3)=[O:45])[N:16]([S:19](=[O:20])(=[O:21])[c:22]3[cH:23][cH:24][c:25]([O:28][C:29]([F:30])([F:31])[F:32])[cH:26][cH:27]3)[CH2:17][CH2:18]2)[s:12]1. The reactants are C1(=CC=CC=C1)S(=O)(=O)NC=1C=C(C=CC1)O (m-benzenesulfonamidophenol), [Cl-].[Al+3].[Cl-].[Cl-] (aluminum chloride), C(C)(=O)Cl (acetyl chloride), Cl (hydrochloric acid), resultant mixture. Run in ClC(C)Cl (dichloroethane), ClC(C)Cl (dichloroethane). The product is OC1=CC(=C(C=C1)C(C)=O)NS(=O)(=O)C1=CC=CC=C1 (4'-hydroxy-2'-benzenesulfonamidoacetophenone). As a reaction SMILES: [C:1]1([S:7]([NH:10][C:11]2[CH:12]=[C:13]([OH:17])[CH:14]=[CH:15][CH:16]=2)(=[O:9])=[O:8])[CH:6]=[CH:5][CH:4]=[CH:3][CH:2]=1.[Cl-].[Al+3].[Cl-].[Cl-].[C:22](Cl)(=[O:24])[CH3:23].Cl>ClC(Cl)C>[OH:17][C:13]1[CH:14]=[CH:15][C:16]([C:22](=[O:24])[CH3:23])=[C:11]([NH:10][S:7]([C:1]2[CH:6]=[CH:5][CH:4]=[CH:3][CH:2]=2)(=[O:8])=[O:9])[CH:12]=1 |f:1.2.3.4|. Reported procedure: To 100 ml of dichloroethane were added 12.5 g of m-benzenesulfonamidophenol and 13.3 g of aluminum chloride and the resultant mixture was heated to 60° C. with stirring. To the mixture was added dropwise a solution of 3.6 ml of acetyl chloride dissolved in dichloroethane over a period of 2 hours followed by further heating to the same temperature for 2 hours. After allowing to cool, the mixture was placed in a hydrochloric acid acqueous solution and extracted with ethyl acetate. The extract was ... Starting materials: CC(CCO)(C)N1N=CC(=C1)C=1C2=C(N=CN1)N(C=C2)COCC[Si](C)(C)C (3-methyl-3-[4-(7-[2-(trimethylsilyl)ethoxy]methyl-7H-pyrrolo[2,3-d]pyrimidin-4-yl)-1H-pyrazol-1-yl]butan-1-ol). Solvent: C(=O)(C(F)(F)F)O (TFA). Reaction conditions: time 2 hour. Yields the product CC(CCO)(C)N1N=CC(=C1)C=1C2=C(N=CN1)NC=C2 (3-Methyl-3-[4-(7H-pyrrolo[2,3-d]pyrimidin-4-yl)-1H-pyrazol-1-yl]butan-1-ol). Isolated yield 214.3%. As a reaction SMILES: [CH3:1][C:2]([N:7]1[CH:11]=[C:10]([C:12]2[C:13]3[CH:20]=[CH:19][N:18](COCC[Si](C)(C)C)[C:14]=3[N:15]=[CH:16][N:17]=2)[CH:9]=[N:8]1)([CH3:6])[CH2:3][CH2:4][OH:5]>C(O)(C(F)(F)F)=O>[CH3:6][C:2]([N:7]1[CH:11]=[C:10]([C:12]2[C:13]3[CH:20]=[CH:19][NH:18][C:14]=3[N:15]=[CH:16][N:17]=2)[CH:9]=[N:8]1)([CH3:1])[CH2:3][CH2:4][OH:5]. Procedure: A solution of 3-methyl-3-[4-(7-[2-(trimethylsilyl)ethoxy]methyl-7H-pyrrolo[2,3-d]pyrimidin-4-yl)-1H-pyrazol-1-yl]butan-1-ol (13.8 g, 0.0344 mol) in TFA (20 mL) was stirred for 1 hour. The mixture was then concentrated in vacuo and the residue was stirred for 2 hours in a mixture of methanol (30 mL), ammonium hydroxide (30 mL), and ethylenediamine (8 mL). The mixture was then concentrated, and the residue was diluted with water and extracted with several portions of 15% IPA/CH2Cl2. The combined e... The reactants are FC(CN1N=CN=C1C1=CN2CCOC3=C(C2=N1)C=CC(=C3)O)(F)F (2-[2-(2,2,2-trifluoro-ethyl)-2H-[1,2,4]triazol-3-yl]-4,5-dihydro-6-oxa-1,3a-diaza-benzo[e]azulen-8-ol), CO (methanol), COC([C@@H](CO[Si](C)(C)C(C)(C)C)O)=O ((R)-3-(tert-butyl-dimethyl-silanyloxy)-2-hydroxy-propionic acid methyl ester), crude product. Run in C(C)(=O)OCC (ethyl acetate). The product is COC([C@H](CO[Si](C)(C)C(C)(C)C)OC1=CC2=C(C3=NC(=CN3CCO2)C=2N(N=CN2)CC(F)(F)F)C=C1)=O ((S)-3-(tert-Butyl-dimethyl-silanyloxy)-2-{2-[2-(2,2,2-trifluoro-ethyl)-2H-[1,2,4]triazol-3-yl]-4,5-dihydro-6-oxa-1,3a-diaza-benzo[e]azulen-8-yloxy}-propionic acid methyl ester). As a reaction SMILES: [F:1][C:2]([F:25])([F:24])[CH2:3][N:4]1[C:8]([C:9]2[N:18]=[C:17]3[N:11]([CH2:12][CH2:13][O:14][C:15]4[CH:22]=[C:21]([OH:23])[CH:20]=[CH:19][C:16]=43)[CH:10]=2)=[N:7][CH:6]=[N:5]1.[CH3:26][O:27][C:28](=[O:40])[C@H:29](O)[CH2:30][O:31][Si:32]([C:35]([CH3:38])([CH3:37])[CH3:36])([CH3:34])[CH3:33].CO>C(OCC)(=O)C>[CH3:26][O:27][C:28](=[O:40])[C@@H:29]([O:23][C:21]1[CH:20]=[CH:19][C:16]2[C:17]3[N:11]([CH2:12][CH2:13][O:14][C:15]=2[CH:22]=1)[CH:10]=[C:9]([C:8]1[N:4]([CH2:3][C:2]([F:24])([F:1])[F:25])[N:5]=[CH:6][N:7]=1)[N:18]=3)[CH2:30][O:31][Si:32]([C:35]([CH3:37])([CH3:36])[CH3:38])([CH3:34])[CH3:33]. Procedure: Following the procedures of Example 426, 2-[2-(2,2,2-trifluoro-ethyl)-2H-[1,2,4]triazol-3-yl]-4,5-dihydro-6-oxa-1,3a-diaza-benzo[e]azulen-8-ol and (R)-3-(tert-butyl-dimethyl-silanyloxy)-2-hydroxy-propionic acid methyl ester were reacted and the crude product was subjected to flash chromatography (SiO2, gradient 0-10% methanol in ethyl acetate) to give (S)-3-(tert-Butyl-dimethyl-silanyloxy)-2-{2-[2-(2,2,2-trifluoro-ethyl)-2H-[1,2,4]triazol-3-yl]-4,5-dihydro-6-oxa-1,3a-diaza-benzo[e]azulen-8-yloxy... Reactants: Cc1ccccc1C(=O)O, Cl, O=S(Cl)Cl. The product is Cc1ccccc1C(=O)Cl. As a reaction SMILES: [CH3:2][c:3]1[cH:4][cH:5][cH:6][cH:7][c:8]1[C:9]([OH:10])=[O:11].[ClH:1].[S:12]([Cl:13])([Cl:14])=[O:15]>>[CH3:2][c:3]1[cH:4][cH:5][cH:6][cH:7][c:8]1[C:9](=[O:11])[Cl:14]. The reactants are FC1=C(C=CC(=C1)F)C1=CC=CC(=N1)C(C(C#C[Si](C)(C)C)=O)C=1C=C(C#N)C=CC1F (3-[1-[6-(2,4-difluorophenyl)pyridin-2-yl]-2-oxo-4-(trimethylsilyl)but-3-yn-1-yl]-4-fluorobenzonitrile), CCCC[N+](CCCC)(CCCC)CCCC.[F-] (TBAF), [NH4+].[Cl-] (NH4Cl). The solvent is C1CCOC1 (THF). Reaction conditions: temperature 0 celsius, time 15 minute. Yields the product FC1=C(C=CC(=C1)F)C1=CC=CC(=N1)C(C(C#C)=O)C=1C=C(C#N)C=CC1F (3-{1-[6-(2,4-difluorophenyl)pyridin-2-yl]-2-oxobut-3-yn-1-yl}-4-fluorobenzonitrile). The yield is 71.7%. Reaction SMILES: [F:1][C:2]1[CH:7]=[C:6]([F:8])[CH:5]=[CH:4][C:3]=1[C:9]1[N:14]=[C:13]([CH:15]([C:24]2[CH:25]=[C:26]([CH:29]=[CH:30][C:31]=2[F:32])[C:27]#[N:28])[C:16](=[O:23])[C:17]#[C:18][Si](C)(C)C)[CH:12]=[CH:11][CH:10]=1.CCCC[N+](CCCC)(CCCC)CCCC.[F-].[NH4+].[Cl-]>C1COCC1>[F:1][C:2]1[CH:7]=[C:6]([F:8])[CH:5]=[CH:4][C:3]=1[C:9]1[N:14]=[C:13]([CH:15]([C:24]2[CH:25]=[C:26]([CH:29]=[CH:30][C:31]=2[F:32])[C:27]#[N:28])[C:16](=[O:23])[C:17]#[CH:18])[CH:12]=[CH:11][CH:10]=1 |f:1.2,3.4|. Reported procedure: To a solution of 3-[1-[6-(2,4-difluorophenyl)pyridin-2-yl]-2-oxo-4-(trimethylsilyl)but-3-yn-1-yl]-4-fluorobenzonitrile (from Step D above, 40 g, 89.0 mmol) in THF (750 mL) was added TBAF (133 mL, 133.6 mmol) at 0° C. After stirring at 0° C. for 15 min, the reaction was poured into aqueous NH4Cl, and extracted with EtOAc (2×). The organic layers were combined, washed with H2O, brine, dried over MgSO4. The mixture was concentrated and purified by silica gel chromatography (hexanes/methylene chlori... Run in CN(C)C=O (DMF), CN(C)C=O (DMF). Reaction SMILES: [NH2:1][C:2]1[N:7]=[C:6]([NH2:8])[C:5]([CH2:9][C:10]2[C:15]3[CH:16]=[CH:17][CH2:18][O:19][C:14]=3[C:13]([O:20][CH3:21])=[C:12]([O:22][CH3:23])[CH:11]=2)=[CH:4][N:3]=1.ClC1C=CC=C(C(OO)=[O:32])C=1>CN(C=O)C>[NH2:1][C:2]1[N:7]=[C:6]([NH2:8])[C:5]([CH2:9][C:10]2[C:15]3[CH:16]=[CH:17][CH2:18][O:19][C:14]=3[C:13]([O:20][CH3:21])=[C:12]([O:22][CH3:23])[CH:11]=2)=[CH:4][N+:3]=1[O-:32]. The reactants are oxide, NC1=NC=C(C(=N1)N)CC1=CC(=C(C2=C1C=CCO2)OC)OC (2,4-diamino-5-(7,8-dimethoxy-2H-1-benzopyran-5-ylmethyl)pyrimidine), ClC1=CC(=CC=C1)C(=O)OO (m-chloroperbenzoic acid). The product is NC1=[N+](C=C(C(=N1)N)CC1=CC(=C(C2=C1C=CCO2)OC)OC)[O-] (2,4-Diamino-5-(7,8-dimethoxy-2H-1-benzopyran-5-ylmethyl)pyrimidine-1-oxide). Reported procedure: To a solution of 2,4-diamino-5-(7,8-dimethoxy-2H-1-benzopyran-5-ylmethyl)pyrimidine (0.993 g, 3.16 mmol) in DMF (80 mL) was added a solution of m-chloroperbenzoic acid (0.641 g, 3.16 mmol as 85%) in DMF (10 mL) dropwise over 30 min. After 18 hr, the solvent was evaporated and the residue chromatographed on silica gel eluted with 10-15% methanol-methylene chloride. Recovered starting material eluted first (0.40 g) followed by title compound as a white powder (0.47 g). Recrystallization from absol... Reaction conditions: time 18 hour.